From a dataset of the Open Reaction Database (ORD), a public repository of structured organic reaction records. describe an organic reaction: reactants, conditions, products, and yield The reactants are COC1=C(C=CC=C1)C1=NC2=CC=CC=C2C(N1)=O (2-(2′-Methoxyphenyl)-4-quinazolinone), COC1=C(C=O)C=C(C=C1)OC (2,5-dimethoxybenzaldehyde). The product is COC1=C(C=C(C=C1)OC)C1=NC2=CC=CC=C2C(N1)=O (2-(2′,5′-Dimethoxyphenyl)-4-quinazolinone). Isolated yield 88.6%. Reaction SMILES: [CH3:1][O:2][C:3]1[CH:8]=[CH:7][CH:6]=[CH:5][C:4]=1[C:9]1[NH:18][C:17](=[O:19])[C:16]2[C:11](=[CH:12][CH:13]=[CH:14][CH:15]=2)[N:10]=1.[CH3:20][O:21]C1C=CC(OC)=CC=1C=O>>[CH3:1][O:2][C:3]1[CH:8]=[CH:7][C:6]([O:21][CH3:20])=[CH:5][C:4]=1[C:9]1[NH:18][C:17](=[O:19])[C:16]2[C:11](=[CH:12][CH:13]=[CH:14][CH:15]=2)[N:10]=1. Procedure: According to the preparation of 42, 2,5-dimethoxybenzaldehyde (38) (1.2 g, 7.3 mmol) was used to afford 47 (1.8 g, 88.6%) as pale yellow prism crystals. As a reaction SMILES: [Br:26][CH2:27][CH2:28][O:29][CH3:30].[C:20](=[O:21])([O-:22])[O-:23].[CH3:31][C:32]#[N:33].[F:1][C:2]([CH:3]([OH:4])[c:5]1[c:6]([F:17])[c:7]([CH:11]2[CH2:12][CH2:13][NH:14][CH2:15][CH2:16]2)[cH:8][cH:9][cH:10]1)([F:18])[F:19].[K+:24].[K+:25]>>[F:1][C:2]([CH:3]([OH:4])[c:5]1[c:6]([F:17])[c:7]([CH:11]2[CH2:12][CH2:13][N:14]([CH2:27][CH2:28][O:29][CH3:30])[CH2:15][CH2:16]2)[cH:8][cH:9][cH:10]1)([F:18])[F:19]. The reactants are COCCBr, O=C([O-])[O-], CC#N, OC(c1cccc(C2CCNCC2)c1F)C(F)(F)F, [K+], [K+]. Product: COCCN1CCC(c2cccc(C(O)C(F)(F)F)c2F)CC1.